This data is from the Open Reaction Database (ORD), a public repository of structured organic reaction records. The task is: describe an organic reaction: reactants, conditions, products, and yield Reactants: C(O)([O-])=O.[Na+] (sodium hydrogen carbonate), C(C)(C)(C)OC(=O)N(\N=C(\C(=O)OCC)/SCCCCCCCCCCCC)CC1CC1 (Z-ethyl 2-(2-t-butoxycarbonyl-2-(cyclopropylmethyl)hydrazono)-2-(dodecylthio)acetate), solution, Cl (hydrogen chloride). Run in O1CCOCC1 (dioxane), O1CCOCC1 (dioxane). Run at time 2 hour. The product is C1(CC1)CN\N=C(/C(=O)OCC)\SCCCCCCCCCCCC (E-ethyl 2-(2-(cyclopropylmethyl)hydrazono)-2-(dodecylthio)acetate), C1(CC1)CN\N=C(\C(=O)OCC)/SCCCCCCCCCCCC (Z-ethyl 2-(2-(cyclopropylmethyl)hydrazono)-2-(dodecylthio)acetate). The yield is 17.0%. As a reaction SMILES: C(OC([N:8]([CH2:29][CH:30]1[CH2:32][CH2:31]1)/[N:9]=[C:10](\[S:16][CH2:17][CH2:18][CH2:19][CH2:20][CH2:21][CH2:22][CH2:23][CH2:24][CH2:25][CH2:26][CH2:27][CH3:28])/[C:11]([O:13][CH2:14][CH3:15])=[O:12])=O)(C)(C)C.Cl.C(=O)([O-])O.[Na+]>O1CCOCC1>[CH:30]1([CH2:29][NH:8]/[N:9]=[C:10](/[S:16][CH2:17][CH2:18][CH2:19][CH2:20][CH2:21][CH2:22][CH2:23][CH2:24][CH2:25][CH2:26][CH2:27][CH3:28])\[C:11]([O:13][CH2:14][CH3:15])=[O:12])[CH2:32][CH2:31]1.[CH:30]1([CH2:29][NH:8]/[N:9]=[C:10](\[S:16][CH2:17][CH2:18][CH2:19][CH2:20][CH2:21][CH2:22][CH2:23][CH2:24][CH2:25][CH2:26][CH2:27][CH3:28])/[C:11]([O:13][CH2:14][CH3:15])=[O:12])[CH2:32][CH2:31]1 |f:2.3|. Procedure: To a solution of Z-ethyl 2-(2-t-butoxycarbonyl-2-(cyclopropylmethyl)hydrazono)-2-(dodecylthio)acetate (10.0 g, 21.3 mmol) in dioxane (10 ml) was added a 4M solution of hydrogen chloride in dioxane (10 ml), and stirred at room temperature for 2 hours. The reaction solution was added to saturated aqueous sodium hydrogen carbonate solution, and extracted with tert-butyl methyl ether 2 times. The combined organic layer was washed with saturated brine, dried over anhydrous magnesium sulfate, and conc... Starting materials: NaIO4, C(C)(=O)NC(C(=O)NCC1=CC=CC=C1)SCC (2-acetamido-N-benzyl-2-(ethylmercapto)acetamide), CO (MeOH), CO (MeOH), O (H2O). Run at time 18 hour. Product: C(C)(=O)NC(C(=O)NCC1=CC=CC=C1)S(=O)(=O)CC (2-Acetamido-N-benzyl-2-(ethanesulfonyl)acetamide). Reaction SMILES: [C:1]([NH:4][CH:5]([S:16][CH2:17][CH3:18])[C:6]([NH:8][CH2:9][C:10]1[CH:15]=[CH:14][CH:13]=[CH:12][CH:11]=1)=[O:7])(=[O:3])[CH3:2].[OH2:19].C[OH:21]>>[C:1]([NH:4][CH:5]([S:16]([CH2:17][CH3:18])(=[O:21])=[O:19])[C:6]([NH:8][CH2:9][C:10]1[CH:15]=[CH:14][CH:13]=[CH:12][CH:11]=1)=[O:7])(=[O:3])[CH3:2]. Reported procedure: An aqueous solution (20 mL) of NaIO4 (3.00 g, 14.02 mmol) was added to a MeOH solution (20 mL) of 2-acetamido-N-benzyl-2-(ethylmercapto)acetamide (0.95 g, 3.57 mmol). The initial homogeneous solution rapidly became turbid. H2O (~10 mL) was then added dropwise until the system became homogeneous. The solution was stirred (18 h) at 50°-60° C. MeOH (50 mL) was added to the reaction solution and the precipitated salt was filtered and washed with MeOH (10 mL). The filtrate was concentrated and the re... Procedure details: To a refluxing solution of sodium isopropoxide in isopropanol (prepared by refluxing 0.69 g. (0.030 mole) of sodium in 70 ml. of isopropanol) is added 7.0 g. (0.025 mole) of 4-chloro-5-(p-chlorobenzoyl)-pyrrole- 2-acetonitrile prepared according to Example VIII, after which a solution of 3.78 g. (0.030 mole) of dimethyl sulfate in 10 ml. of isopropanol is added dropwise. When addition of the dimethyl sulfate solution is complete, the whole is refluxed for a half-hour and then poured into 1 liter... As a reaction SMILES: [CH3:1]C(C)[O-].[Na+].[Na].[Cl:7][C:8]1[CH:9]=[C:10]([CH2:22][C:23]#[N:24])[NH:11][C:12]=1[C:13](=[O:21])[C:14]1[CH:19]=[CH:18][C:17]([Cl:20])=[CH:16][CH:15]=1.S(OC)(OC)(=O)=O>C(O)(C)C>[Cl:7][C:8]1[CH:9]=[C:10]([CH2:22][C:23]#[N:24])[N:11]([CH3:1])[C:12]=1[C:13](=[O:21])[C:14]1[CH:15]=[CH:16][C:17]([Cl:20])=[CH:18][CH:19]=1 |f:0.1,^1:5|. Yields the product ClC=1C=C(N(C1C(C1=CC=C(C=C1)Cl)=O)C)CC#N (4-chloro-5-(p-chlorobenzoyl)-1-methyl- pyrrole-2-acetonitrile). Starting materials: CC([O-])C.[Na+] (sodium isopropoxide), [Na] (sodium), S(=O)(=O)(OC)OC (dimethyl sulfate), S(=O)(=O)(OC)OC (dimethyl sulfate), ClC=1C=C(NC1C(C1=CC=C(C=C1)Cl)=O)CC#N (4-chloro-5-(p-chlorobenzoyl)-pyrrole- 2-acetonitrile), ice water. Run in C(C)(C)O (isopropanol), C(C)(C)O (isopropanol). The reactants are CCCCCCBr, O=C([O-])[O-], COc1cccc(C(=O)CC2CCCN2)c1, CCC(C)=O, Cl, [K+], [K+]. The product is CCCCCCN1CCCC1CC(=O)c1cccc(OC)c1. Reaction SMILES: [Br:24][CH2:25][CH2:26][CH2:27][CH2:28][CH2:29][CH3:30].[C:18](=[O:19])([O-:20])[O-:21].[CH3:2][O:3][c:4]1[cH:5][c:6]([C:10]([CH2:11][CH:12]2[NH:13][CH2:14][CH2:15][CH2:16]2)=[O:17])[cH:7][cH:8][cH:9]1.[CH3:31][C:32]([CH2:33][CH3:34])=[O:35].[ClH:1].[K+:22].[K+:23]>>[CH3:2][O:3][c:4]1[cH:5][c:6]([C:10]([CH2:11][CH:12]2[N:13]([CH2:25][CH2:26][CH2:27][CH2:28][CH2:29][CH3:30])[CH2:14][CH2:15][CH2:16]2)=[O:17])[cH:7][cH:8][cH:9]1.